Dataset: the Open Reaction Database (ORD), a public repository of structured organic reaction records. Task: describe an organic reaction: reactants, conditions, products, and yield The reactants are N1=CN(C2=NC=CC=C21)C2=CC=C(C(=O)OCC)C=C2 (ethyl 4-(imidazo[4,5-b]pyridin-3-yl)benzoate), Cl.CC1=C(C=CC(=C1)C)C(=O)C1CCNCC1 ((2,4-dimethylphenyl)(piperidin-4-yl)methanone hydrochloride). Yields the product CC1=C(C(=O)C2CCN(CC2)C(=O)C2=CC=C(C=C2)N2C=NC=3C2=NC=CC3)C=CC(=C1)C ([4-(2,4-dimethylbenzoyl)piperidin-1-yl][4-(imidazo[4,5-b]pyridin-3-yl)phenyl]methanone). Isolated yield 63.4%. As a reaction SMILES: [N:1]1[C:9]2[C:4](=[N:5][CH:6]=[CH:7][CH:8]=2)[N:3]([C:10]2[CH:20]=[CH:19][C:13]([C:14]([O:16]CC)=O)=[CH:12][CH:11]=2)[CH:2]=1.Cl.[CH3:22][C:23]1[CH:28]=[C:27]([CH3:29])[CH:26]=[CH:25][C:24]=1[C:30]([CH:32]1[CH2:37][CH2:36][NH:35][CH2:34][CH2:33]1)=[O:31]>>[CH3:22][C:23]1[CH:28]=[C:27]([CH3:29])[CH:26]=[CH:25][C:24]=1[C:30]([CH:32]1[CH2:37][CH2:36][N:35]([C:14]([C:13]2[CH:12]=[CH:11][C:10]([N:3]3[C:4]4=[N:5][CH:6]=[CH:7][CH:8]=[C:9]4[N:1]=[CH:2]3)=[CH:20][CH:19]=2)=[O:16])[CH2:34][CH2:33]1)=[O:31] |f:1.2|. Procedure details: Using ethyl 4-(imidazo[4,5-b]pyridin-3-yl)benzoate (300 mg) described in Preparation Example 77 and (2,4-dimethylphenyl)(piperidin-4-yl)methanone hydrochloride (285 mg) and by the reaction and treatment in the same manner as in Example 170, the title compound (312 mg) was obtained. The reactants are Brc1cccc(-c2nn3c(NC4CCCC4)cccc3c2-c2ccnc(NC3CCCC3)n2)c1, N=C(c1ccccc1)c1ccccc1, CCOC(C)=O, CC(C)(C)[O-], Cc1ccccc1, [Na+], O=C(C=Cc1ccccc1)C=Cc1ccccc1, O=C(C=Cc1ccccc1)C=Cc1ccccc1, O=C(C=Cc1ccccc1)C=Cc1ccccc1, O, [Pd], [Pd]. Yields the product c1ccc(C(=Nc2cccc(-c3nn4c(NC5CCCC5)cccc4c3-c3ccnc(NC4CCCC4)n3)c2)c2ccccc2)cc1. RXN SMILES: [Br:1][c:2]1[cH:3][c:4](-[c:8]2[n:9][n:10]3[c:11]([cH:12][cH:13][cH:14][c:15]3[NH:16][CH:17]3[CH2:18][CH2:19][CH2:20][CH2:21]3)[c:22]2-[c:23]2[n:24][c:25]([NH:29][CH:30]3[CH2:31][CH2:32][CH2:33][CH2:34]3)[n:26][cH:27][cH:28]2)[cH:5][cH:6][cH:7]1.[C:35]([c:36]1[cH:37][cH:38][cH:39][cH:40][cH:41]1)([c:42]1[cH:43][cH:44][cH:45][cH:46][cH:47]1)=[NH:48].[CH3:119][CH2:120][O:121][C:122](=[O:123])[CH3:124].[CH3:49][C:50]([CH3:51])([O-:52])[CH3:53].[CH3:56][c:57]1[cH:58][cH:59][cH:60][cH:61][cH:62]1.[Na+:54].[O:101]=[C:102]([CH:103]=[CH:104][c:105]1[cH:106][cH:107][cH:108][cH:109][cH:110]1)[CH:111]=[CH:112][c:113]1[cH:114][cH:115][cH:116][cH:117][cH:118]1.[O:65]=[C:66]([CH:67]=[CH:68][c:69]1[cH:70][cH:71][cH:72][cH:73][cH:74]1)[CH:75]=[CH:76][c:77]1[cH:78][cH:79][cH:80][cH:81][cH:82]1.[O:83]=[C:84]([CH:85]=[CH:86][c:87]1[cH:88][cH:89][cH:90][cH:91][cH:92]1)[CH:93]=[CH:94][c:95]1[cH:96][cH:97][cH:98][cH:99][cH:100]1.[OH2:55].[Pd:63].[Pd:64]>>[c:2]1([N:48]=[C:35]([c:36]2[cH:37][cH:38][cH:39][cH:40][cH:41]2)[c:42]2[cH:43][cH:44][cH:45][cH:46][cH:47]2)[cH:3][c:4](-[c:8]2[n:9][n:10]3[c:11]([cH:12][cH:13][cH:14][c:15]3[NH:16][CH:17]3[CH2:18][CH2:19][CH2:20][CH2:21]3)[c:22]2-[c:23]2[n:24][c:25]([NH:29][CH:30]3[CH2:31][CH2:32][CH2:33][CH2:34]3)[n:26][cH:27][cH:28]2)[cH:5][cH:6][cH:7]1. Starting materials: COc1nc2cc(Cl)c(Cl)c(-n3c(C)nnc3Br)c2nc1OC, c1c[nH]cn1. Yields the product COc1nc2cc(Cl)c(Cl)c(-n3c(C)nnc3-n3ccnc3)c2nc1OC. RXN SMILES: [Cl:6][c:7]1[c:8](-[n:22]2[c:23]([Br:28])[n:24][n:25][c:26]2[CH3:27])[c:9]2[n:10][c:11]([O:20][CH3:21])[c:12]([O:18][CH3:19])[n:13][c:14]2[cH:15][c:16]1[Cl:17].[nH:1]1[cH:2][n:3][cH:4][cH:5]1>>[n:1]1(-[c:23]2[n:22](-[c:8]3[c:7]([Cl:6])[c:16]([Cl:17])[cH:15][c:14]4[c:9]3[n:10][c:11]([O:20][CH3:21])[c:12]([O:18][CH3:19])[n:13]4)[c:26]([CH3:27])[n:25][n:24]2)[cH:2][n:3][cH:4][cH:5]1. Reactants: C(C)(=O)N1CC2=C(CC1)C(=C(S2)C)CCBr (6-acetyl-3-(2-bromoethyl)-4,5,6,7-tetrahydro-2-methylthieno[2,3-c]pyridine), FC1=CC=C2C(=NN(C2=C1)C)C1CCNCC1 (4-(6-fluoro-1-methyl- 1H-indazol-3-yl) piperidine), C([O-])([O-])=O.[K+].[K+] (potassium carbonate), [I-].[K+] (potassium iodide). Solvent: CN(C=O)C (dimethylformamide), C1(=CC=CC=C1)C (toluene). Conditions: temperature 90 celsius, time 22 hour. Product: C(C)(=O)N1CC2=C(CC1)C(=C(S2)C)CCN2CCC(CC2)C2=NN(C1=CC(=CC=C21)F)C (6-acetyl-3-(2-(4-(6-fluoro-1-methyl-1H-indazol-3-yl)piperidin-1-yl)ethyl)-4,5,6,7-tetrahydro-2-methylthieno[2,3-c]pyridine). The yield is 60.8%. RXN SMILES: [C:1]([N:4]1[CH2:9][CH2:8][C:7]2[C:10]([CH2:14][CH2:15]Br)=[C:11]([CH3:13])[S:12][C:6]=2[CH2:5]1)(=[O:3])[CH3:2].[F:17][C:18]1[CH:26]=[C:25]2[C:21]([C:22]([CH:28]3[CH2:33][CH2:32][NH:31][CH2:30][CH2:29]3)=[N:23][N:24]2[CH3:27])=[CH:20][CH:19]=1.C(=O)([O-])[O-].[K+].[K+].[I-].[K+]>CN(C)C=O.C1(C)C=CC=CC=1>[C:1]([N:4]1[CH2:9][CH2:8][C:7]2[C:10]([CH2:14][CH2:15][N:31]3[CH2:30][CH2:29][CH:28]([C:22]4[C:21]5[C:25](=[CH:26][C:18]([F:17])=[CH:19][CH:20]=5)[N:24]([CH3:27])[N:23]=4)[CH2:33][CH2:32]3)=[C:11]([CH3:13])[S:12][C:6]=2[CH2:5]1)(=[O:3])[CH3:2] |f:2.3.4,5.6|. Procedure: A mixture of 590 mg of 6-acetyl-3-(2-bromoethyl)-4,5,6,7-tetrahydro-2-methylthieno[2,3-c]pyridine, 580 mg of 4-(6-fluoro-1-methyl- 1H-indazol-3-yl) piperidine, 780 mg of potassium carbonate and 415 mg of potassium iodide in 10 ml of dimethylformamide and 10 ml of toluene was stirred at 90° C. for 22 hours and concentrated in vacuo. To the residue were added ethyl acetate and water, and separated. The ethyl acetate layer was washed with water, dried over magnesium sulfate and concentrated in vacu... Yields the product N#CCOC1CCC(Nc2c(N)cnc3c2ccn3S(=O)(=O)c2ccccc2)CC1. The reactants are CCO, [Cl-], [Fe], [NH4+], O, N#CCOC1CCC(Nc2c([N+](=O)[O-])cnc3c2ccn3S(=O)(=O)c2ccccc2)CC1. Reaction SMILES: [CH3:35][CH2:36][OH:37].[Cl-:33].[Fe:39].[NH4+:34].[OH2:38].[c:1]1([S:7](=[O:8])(=[O:9])[n:10]2[cH:11][cH:12][c:13]3[c:14]2[n:15][cH:16][c:17]([N+:30]([O-:31])=[O:32])[c:18]3[NH:19][CH:20]2[CH2:21][CH2:22][CH:23]([O:26][CH2:27][C:28]#[N:29])[CH2:24][CH2:25]2)[cH:2][cH:3][cH:4][cH:5][cH:6]1>>[c:1]1([S:7](=[O:8])(=[O:9])[n:10]2[cH:11][cH:12][c:13]3[c:14]2[n:15][cH:16][c:17]([NH2:30])[c:18]3[NH:19][CH:20]2[CH2:21][CH2:22][CH:23]([O:26][CH2:27][C:28]#[N:29])[CH2:24][CH2:25]2)[cH:2][cH:3][cH:4][cH:5][cH:6]1. The reactants are C(C1=CC=CC=C1)N1C[C@H](CC1)NC(=O)C12CC3CC(CC(C1)C3)C2 ((S)-N-(1-Benzylpyrrolidin-3-yl)-1-adamantanecarboxamide), O.NN (hydrazine monohydrate). The reagents and catalysts are [C].[Pd] (palladium-carbon). Run in C(C)O (ethanol). Yields the product N1C[C@H](CC1)NC(=O)C12CC3CC(CC(C1)C3)C2 ((S)-N-(pyrrolidin-3-yl)-1-adamantanecarboxamide). Isolated yield 93.5%. As a reaction SMILES: C([N:8]1[CH2:12][CH2:11][C@H:10]([NH:13][C:14]([C:16]23[CH2:25][CH:20]4[CH2:21][CH:22]([CH2:24][CH:18]([CH2:19]4)[CH2:17]2)[CH2:23]3)=[O:15])[CH2:9]1)C1C=CC=CC=1.O.NN>C(O)C.[C].[Pd]>[NH:8]1[CH2:12][CH2:11][C@H:10]([NH:13][C:14]([C:16]23[CH2:25][CH:20]4[CH2:21][CH:22]([CH2:24][CH:18]([CH2:19]4)[CH2:17]2)[CH2:23]3)=[O:15])[CH2:9]1 |f:1.2,4.5|. Reported procedure: (S)-N-(1-Benzylpyrrolidin-3-yl)-1-adamantanecarboxamide (10.5 g, described in Example 13) was dissolved in ethanol (100 ml), and 10% palladium-carbon (5 g) was added thereto. The mixture was stirred at room temperature, and to the reaction mixture was added hydrazine monohydrate (1.5 ml). The mixture was stirred under heating for 1 hour. The reaction mixture was cooled to room temperature, and 10% palladium-carbon was filtered off with celite. The filtrate was concentrated, and IPE (isopropyl et... Starting materials: ClC1=NC(=NC=N1)NC1=CC(=CC=C1)CS(=O)(=O)C (4-chloro-N-{3-[(methylsulfonyl)methyl]phenyl}-1,3,5-triazin-2-amine), COC=1C=NC=CC1B(O)O ((3-methoxypyridin-4-yl)boronic acid). Product: COC=1C=NC=CC1C1=NC(=NC=N1)NC1=CC(=CC=C1)CS(=O)(=O)C (4-(3-Methoxypyridin-4-yl)-N-{3-[(methylsulfonyl)methyl]phenyl}-1,3,5-triazin-2-amine). As a reaction SMILES: Cl[C:2]1[N:7]=[CH:6][N:5]=[C:4]([NH:8][C:9]2[CH:14]=[CH:13][CH:12]=[C:11]([CH2:15][S:16]([CH3:19])(=[O:18])=[O:17])[CH:10]=2)[N:3]=1.[CH3:20][O:21][C:22]1[CH:23]=[N:24][CH:25]=[CH:26][C:27]=1B(O)O>>[CH3:20][O:21][C:22]1[CH:23]=[N:24][CH:25]=[CH:26][C:27]=1[C:2]1[N:7]=[CH:6][N:5]=[C:4]([NH:8][C:9]2[CH:14]=[CH:13][CH:12]=[C:11]([CH2:15][S:16]([CH3:19])(=[O:18])=[O:17])[CH:10]=2)[N:3]=1. Procedure details: Example 8 was prepared under similar conditions as described in the preparation of Example 1 using crude 4-chloro-N-{3-[(methylsulfonyl)methyl]phenyl}-1,3,5-triazin-2-amine and (3-methoxypyridin-4-yl)boronic acid (Combi-Blocks Inc.). The batch was purified by preparative HPLC: The reactants are C(C1=CC=CC=C1)(=O)N1CCC(CC1)CC(=O)OCC (N-benzoyl-4-(carbethoxymethyl)piperidine), Cl (hydrochloric acid), solution, [H-].C(C(C)C)[Al+]CC(C)C (di-isobutylaluminum hydride). Solvent: C1(=CC=CC=C1)C (toluene), CCCCCC (hexane). Conditions: temperature -75 celsius. The product is C(C)(=O)N1CCC(CC1)CC=O (N-acetyl-4-piperidineacetaldehyde). RXN SMILES: [C:1]([N:9]1[CH2:14][CH2:13][CH:12]([CH2:15][C:16](OCC)=[O:17])[CH2:11][CH2:10]1)(=[O:8])[C:2]1C=CC=CC=1.[H-].C([Al+]CC(C)C)C(C)C.Cl>C1(C)C=CC=CC=1.CCCCCC>[C:1]([N:9]1[CH2:10][CH2:11][CH:12]([CH2:15][CH:16]=[O:17])[CH2:13][CH2:14]1)(=[O:8])[CH3:2] |f:1.2|. Procedure: A solution was prepared containing 5 g. of N-benzoyl-4-(carbethoxymethyl)piperidine in 50 ml of anhydrous toluene. The solution was cooled to about -75° C. under a dry nitrogen atmosphere. 38.3 ml of a 20 percent solution of di-isobutylaluminum hydride in hexane were added slowly with stirring. After the addition had been completed, the reaction mixture was stirred for an additional 3 hours; then 25 ml of 6 N aqueous hydrochloric acid were added. The aqueous layer was separated, washed with meth...